From a dataset of the Open Reaction Database (ORD), a public repository of structured organic reaction records. describe an organic reaction: reactants, conditions, products, and yield Reactants: C1=CC(=CC(=C1)Cl)C(=O)OO (MCPBA), C1=C2C3=C(C=NC2=CC=C1)N=C1N3[C@H](COC1)C(C)(C)O (2-[(11R)-10,11-Dihydro-8H-[1,4]oxazino[4′,3′:1,2]imidazo[4,5-c]quinolin-11-yl]propan-2-ol), C(=O)([O-])[O-].[Na+].[Na+] (Na2CO3). Run in C(Cl)Cl (CH2Cl2). Conditions: time 75 minute. Yields the product [O-][N+]1=CC2=C(C3=CC=CC=C13)N1C(=N2)COC[C@@H]1C(C)(C)O (2-[(11R)-5-oxido-10,11-dihydro-8H-[1,4]oxazino[4′,3′:1,2]imidazo[4,5-c]quinolin-11-yl]propan-2-ol). Yield: 99.9%. Reaction SMILES: [CH:1]1[CH:10]=[CH:9][CH:8]=[C:7]2[C:2]=1[C:3]1[N:13]3[C@@H:14]([C:18]([OH:21])([CH3:20])[CH3:19])[CH2:15][O:16][CH2:17][C:12]3=[N:11][C:4]=1[CH:5]=[N:6]2.C1C=C(Cl)C=C(C(OO)=[O:30])C=1.C([O-])([O-])=O.[Na+].[Na+]>C(Cl)Cl>[O-:30][N+:6]1[C:7]2[C:2](=[CH:1][CH:10]=[CH:9][CH:8]=2)[C:3]2[N:13]3[C@@H:14]([C:18]([OH:21])([CH3:19])[CH3:20])[CH2:15][O:16][CH2:17][C:12]3=[N:11][C:4]=2[CH:5]=1 |f:2.3.4|. Procedure: 2-[(11R)-10,11-Dihydro-8H-[1,4]oxazino[4′,3′:1,2]imidazo[4,5-c]quinolin-11-yl]propan-2-ol (755 mg, 2.67 mmol) was dissolved in 30 mL of CH2Cl2 and treated with MCPBA (57-86%, 806 mg). After stirring for 75 minutes, the reaction was treated with 50 mL of 2% Na2CO3 solution and the layers were separated. The aqueous layer was then extracted with 10% methanol/CHCl3 (10×10 mL). The combined organic layers were washed with 10 mL of brine. The organic portion was then dried over Na2SO4, filtered and c... The reactants are OC1(C2(O)CCCC2)CCCC1, COC(OC)OC, ClCCl. The product is O=C1CCCCC12CCCC2. RXN SMILES: [C:1]1([C:6]2([OH:11])[CH2:7][CH2:8][CH2:9][CH2:10]2)([OH:12])[CH2:2][CH2:3][CH2:4][CH2:5]1.[CH3:13][O:14][CH:15]([O:16][CH3:17])[O:18][CH3:19].[Cl:20][CH2:21][Cl:22]>>[C:1]1(=[O:12])[CH2:5][CH2:4][CH2:3][CH2:2][C:6]12[CH2:7][CH2:8][CH2:9][CH2:10]2. Reactants: CN1CCOCC1, CC(C)(C)N, CN(C)C=O, On1nnc2ccccc21, O=C(O)c1ccc2[nH]cc(CCCCN3CCN(c4ccccc4)CC3)c2c1. Product: CC(C)(C)NC(=O)c1ccc2[nH]cc(CCCCN3CCN(c4ccccc4)CC3)c2c1. As a reaction SMILES: [CH3:29][N:30]1[CH2:31][CH2:32][O:33][CH2:34][CH2:35]1.[CH3:36][C:37]([CH3:38])([CH3:39])[NH2:40].[O:51]=[CH:52][N:53]([CH3:54])[CH3:55].[OH:41][n:42]1[c:43]2[cH:44][cH:45][cH:46][cH:47][c:48]2[n:49][n:50]1.[c:1]1([N:7]2[CH2:8][CH2:9][N:10]([CH2:13][CH2:14][CH2:15][CH2:16][c:17]3[cH:18][nH:19][c:20]4[cH:21][cH:22][c:23]([C:26](=[O:27])[OH:28])[cH:24][c:25]34)[CH2:11][CH2:12]2)[cH:2][cH:3][cH:4][cH:5][cH:6]1>>[c:1]1([N:7]2[CH2:8][CH2:9][N:10]([CH2:13][CH2:14][CH2:15][CH2:16][c:17]3[cH:18][nH:19][c:20]4[cH:21][cH:22][c:23]([C:26](=[O:28])[NH:40][C:37]([CH3:36])([CH3:38])[CH3:39])[cH:24][c:25]34)[CH2:11][CH2:12]2)[cH:2][cH:3][cH:4][cH:5][cH:6]1.